From a dataset of the Open Reaction Database (ORD), a public repository of structured organic reaction records. describe an organic reaction: reactants, conditions, products, and yield The reactants are C1(CCCCC1)CNC1=CC=C(CCC(=O)OCC)C=C1 (ethyl 4-[(cyclohexyl)methylamino]-hydrocinnamate), Cl (hydrochloric acid), [OH-].[K+] (potassium hydroxide), C(C)O (ethanol). The solvent is O (water). The product is C1(CCCCC1)CNC1=CC=C(CCC(=O)O)C=C1 (4-[(cyclohexyl)methylamino]hydrocinnamic acid). Reaction SMILES: [CH:1]1([CH2:7][NH:8][C:9]2[CH:21]=[CH:20][C:12]([CH2:13][CH2:14][C:15]([O:17]CC)=[O:16])=[CH:11][CH:10]=2)[CH2:6][CH2:5][CH2:4][CH2:3][CH2:2]1.[OH-].[K+].C(O)C.Cl>O>[CH:1]1([CH2:7][NH:8][C:9]2[CH:21]=[CH:20][C:12]([CH2:13][CH2:14][C:15]([OH:17])=[O:16])=[CH:11][CH:10]=2)[CH2:2][CH2:3][CH2:4][CH2:5][CH2:6]1 |f:1.2|. Reported procedure: A 4 g. sample of ethyl 4-[(cyclohexyl)methylamino]-hydrocinnamate is hydrolyzed with 1.6 g. 85% potassium hydroxide in 60 ml. 95% ethanol by refluxing the solution for 5 hours. The solution is cooled, diluted with 100 ml. water and acidified to pH 4.5 with 37% hydrochloric acid. The precipitate is collected, dried in vacuo and crystallized from acetone to yield the title compound as white powder. Starting materials: COC1=CC=C(CN2N=C(C=C2CNC(OC(C)(C)C)=O)C(F)(F)F)C=C1 (tert-butyl (1-(4-methoxybenzyl)-3-(trifluoromethyl)-1H-pyrazol-5-yl)methylcarbamate), [Cl-].[Al+3].[Cl-].[Cl-] (aluminum chloride), C(C)(=O)OCC.CCCCCC (ethyl acetate hexane), Cl (HCl), ice. Solvent: C1(=CC=CC=C1)C (toluene). Reaction conditions: temperature 55 celsius, time 2 hour. Yields the product FC(C1=NNC(=C1)CN)(F)F ((3-(trifluoromethyl)-1H-pyrazol-5-yl)methanamine). RXN SMILES: COC1C=CC(C[N:8]2[C:12]([CH2:13][NH:14]C(=O)OC(C)(C)C)=[CH:11][C:10]([C:22]([F:25])([F:24])[F:23])=[N:9]2)=CC=1.[Cl-].[Al+3].[Cl-].[Cl-].C(OCC)(=O)C.CCCCCC.Cl>C1(C)C=CC=CC=1>[F:25][C:22]([F:23])([F:24])[C:10]1[CH:11]=[C:12]([CH2:13][NH2:14])[NH:8][N:9]=1 |f:1.2.3.4,5.6|. Procedure details: To a stirred solution of tert-butyl (1-(4-methoxybenzyl)-3-(trifluoromethyl)-1H-pyrazol-5-yl)methylcarbamate (20 g, 0.052 mol) in toluene (300 mL) cooled to 0° C. was added aluminum chloride (17.34 g, 0.129 mol) portion wise for 30 min. The reaction mixture was slowly heated to 50-60° C. and allowed to stir for 2 h at the same temperature. Progress of the reaction was monitored by TLC (20% ethyl acetate/hexane, Rf˜0.1). On completion of the reaction, the reaction contents were treated with dilut... Reactants: [OH-].[K+] (potassium hydroxide), Cl.NC1=NC=C(C(=N1)N)CC1=CC(=C(C=C1)OC)O (2,4-diamino-5-(3'-hydroxy-4'-methoxybenzyl)pyrimidine hydrochloride), BrCCNS(=O)(C1=CC=C(C=C1)NC(C)=O)=O (N1 -(2-bromoethyl)-N4 -acetylsulfanilamide), aqueous solution. The solvent is CO (methanol). Yields the product NC1=NC=C(C(=N1)N)CC1=CC(=C(C=C1)OC)OCCNS(=O)(C1=CC=C(C=C1)NC(C)=O)=O (2,4-Diamino-5-{3'-[2"-(N4 -acetylsulfanilamido)ethoxy]-4'-methoxybenzyl}pyrimidine). RXN SMILES: Cl.[NH2:2][C:3]1[N:8]=[C:7]([NH2:9])[C:6]([CH2:10][C:11]2[CH:16]=[CH:15][C:14]([O:17][CH3:18])=[C:13]([OH:19])[CH:12]=2)=[CH:5][N:4]=1.Br[CH2:21][CH2:22][NH:23][S:24](=[O:36])([C:26]1[CH:31]=[CH:30][C:29]([NH:32][C:33](=[O:35])[CH3:34])=[CH:28][CH:27]=1)=[O:25].[OH-].[K+]>CO>[NH2:2][C:3]1[N:8]=[C:7]([NH2:9])[C:6]([CH2:10][C:11]2[CH:16]=[CH:15][C:14]([O:17][CH3:18])=[C:13]([O:19][CH2:21][CH2:22][NH:23][S:24](=[O:36])([C:26]3[CH:27]=[CH:28][C:29]([NH:32][C:33](=[O:35])[CH3:34])=[CH:30][CH:31]=3)=[O:25])[CH:12]=2)=[CH:5][N:4]=1 |f:0.1,3.4|. Reported procedure: A mixture of 1.41 g (0.005 mole) of 2,4-diamino-5-(3'-hydroxy-4'-methoxybenzyl)pyrimidine hydrochloride, 2.0 g (0.00625 mole) of N1 -(2-bromoethyl)-N4 -acetylsulfanilamide, 25 ml of methanol, and 6.0 ml of an aqueous solution containing 0.013 mole of potassium hydroxide is heated at reflux for 1.5 hr. The reactants are FC=1C=C(C=CC1)C1=CC=CC=2CN(CCOC21)C(=O)OC(C)(C)C (tert-butyl 9-(3-fluorophenyl)-2,3-dihydro-1,4-benzoxazepine-4(5H)-carboxylate), C(C)(=O)OCC.Cl (hydrogen chloride-ethyl acetate). Solvent: C(C)(=O)OCC (ethyl acetate). Reaction conditions: time 1 hour. Product: Cl.FC=1C=C(C=CC1)C1=CC=CC=2CNCCOC21 (9-(3-fluorophenyl)-2,3,4,5-tetrahydro-1,4-benzoxazepine hydrochloride). The yield is 97.2%. RXN SMILES: [F:1][C:2]1[CH:3]=[C:4]([C:8]2[C:18]3[O:17][CH2:16][CH2:15][N:14](C(OC(C)(C)C)=O)[CH2:13][C:12]=3[CH:11]=[CH:10][CH:9]=2)[CH:5]=[CH:6][CH:7]=1.C(OCC)(=O)C.[ClH:32]>C(OCC)(=O)C>[ClH:32].[F:1][C:2]1[CH:3]=[C:4]([C:8]2[C:18]3[O:17][CH2:16][CH2:15][NH:14][CH2:13][C:12]=3[CH:11]=[CH:10][CH:9]=2)[CH:5]=[CH:6][CH:7]=1 |f:1.2,4.5|. Procedure: A mixture of tert-butyl 9-(3-fluorophenyl)-2,3-dihydro-1,4-benzoxazepine-4(5H)-carboxylate (390 mg, 1.14 mmol), ethyl acetate (4 ml) and 4N hydrogen chloride-ethyl acetate solution (4 ml) was stirred at room temperature for 1 hr, and the solvent was evaporated under reduced pressure. The residue was recrystallized from a mixed solvent of methanol and ether to give the desired product (309 mg, 97.2%) as a solid. Starting materials: C=CC1=CC=CC=C1 (styrene), C=CC(C)=C (isoprene), C=CC=C (butadiene). Reaction conditions: temperature 50 celsius, time 3 hour. Procedure details: Into a dried pressure vessel purged with nitrogen, 80 L of cyclohexane solvent and 0.17 L of sec-butyllithium initiator (10% by mass solution in cyclohexane) were charged. After raising the temperature to 50° C., 3.9 L of styrene was added to allow the polymerization to proceed for 3 h. Then, the polymerization was allowed to proceed for 4 h after adding a mixed liquid of 12.1 L of isoprene and 10.9 L of butadiene and further for 3 h after adding 3.9 L of styrene. The resultant reaction liquid w... The product is C=CC(C)=C.C=CC=C (isoprene butadiene), polystyrene. The solvent is CO (methanol). RXN SMILES: [CH2:1]=[CH:2][C:3](=[CH2:5])[CH3:4].[CH2:6]=[CH:7][CH:8]=[CH2:9].C=CC1C=CC=CC=1>CO>[CH2:1]=[CH:2][C:3](=[CH2:4])[CH3:5].[CH2:6]=[CH:7][CH:8]=[CH2:9] |f:4.5|. The reactants are Cl.CC1=C(CNCCC=2SC=CC2)C=CC=C1 (N-[(2-methylbenzyl)]-2-(2-thienyl)ethylamine HCl), Cl (hydrochloride), O1COCC1 (1,3-dioxolane). Reaction conditions: temperature 10 celsius. Yields the product Cl.CC1=C(CN2CC3=C(CC2)SC=C3)C=CC=C1 (5-(2-methylbenzyl)-4,5,6,7-tetrahydro-thieno[3,2-c]pyridine HCl). Isolated yield 62.7%. Reaction SMILES: [ClH:1].[CH3:2][C:3]1[CH:17]=[CH:16][CH:15]=[CH:14][C:4]=1[CH2:5][NH:6][CH2:7][CH2:8][C:9]1[S:10][CH:11]=[CH:12][CH:13]=1.Cl.O1CCO[CH2:20]1>>[ClH:1].[CH3:2][C:3]1[CH:17]=[CH:16][CH:15]=[CH:14][C:4]=1[CH2:5][N:6]1[CH2:7][CH2:8][C:9]2[S:10][CH:11]=[CH:12][C:13]=2[CH2:20]1 |f:0.1,4.5|. Procedure: N-[(2-methylbenzyl)]-2-(2-thienyl)ethylamine HCl (26.8 g, 0.1 moles) is suspended in 75 ml of 1,3-dioxolane. 0.25 ml of 37% hydrochloride acid is added. The reaction mixture is refluxed for 24 hours. Thereafter, the mixture is cooled to 10° C. and the crystalline precipitate is filtered and washed twice with 5 ml of isopropanol. The product is dried at 60° C. under vacuum to yield 17.4 g (62.7%) of 5-(2-methylbenzyl)-4,5,6,7-tetrahydro-thieno[3,2-c]pyridine HCl having a m.p. of 207-210° C. Reactants: C(C)OC=1C=C(C=CC1OC)[C@@H](CCNO)N1CC2=CC=CC(=C2C1=O)NC(C(C)C)=O ((1R)—N-{2-[1-(3-ethoxy-4-methoxy-phenyl)-3-hydroxyamino-propyl]-3-oxo-2,3-dihydro-1H-isoindol-4-yl}-isobutyramide), [O-]C#N.[K+] (potassium cyanate). The solvent is O (water), O (water). Reaction conditions: time 1 hour. Yields the product NC(=O)N(O)CC[C@H](C1=CC(=C(C=C1)OC)OCC)N1CC2=CC=CC(=C2C1=O)NC(C(C)C)=O ((1R)—N-{2-[3-(N-aminocarbonyl-N-hydroxy-amino)-1-(3-ethoxy-4-methoxy-phenyl)-propyl]-3-oxo-2,3-dihydro-1H-isoindol-4-yl}-isobutyramide). Yield: 55.6%. RXN SMILES: [CH2:1]([O:3][C:4]1[CH:5]=[C:6]([C@H:12]([N:17]2[C:25](=[O:26])[C:24]3[C:19](=[CH:20][CH:21]=[CH:22][C:23]=3[NH:27][C:28](=[O:32])[CH:29]([CH3:31])[CH3:30])[CH2:18]2)[CH2:13][CH2:14][NH:15][OH:16])[CH:7]=[CH:8][C:9]=1[O:10][CH3:11])[CH3:2].[O-:33][C:34]#[N:35].[K+]>O>[NH2:35][C:34]([N:15]([CH2:14][CH2:13][C@@H:12]([N:17]1[C:25](=[O:26])[C:24]2[C:19](=[CH:20][CH:21]=[CH:22][C:23]=2[NH:27][C:28](=[O:32])[CH:29]([CH3:31])[CH3:30])[CH2:18]1)[C:6]1[CH:7]=[CH:8][C:9]([O:10][CH3:11])=[C:4]([O:3][CH2:1][CH3:2])[CH:5]=1)[OH:16])=[O:33] |f:1.2|. Procedure: To a solution of (1R)—N-{2-[1-(3-ethoxy-4-methoxy-phenyl)-3-hydroxyamino-propyl]-3-oxo-2,3-dihydro-1H-isoindol-4-yl}-isobutyramide (1.3 g, 2.6 mmol) in water (30 mL) was added a solution of potassium cyanate (442 mg, 5.5 g) in water (10 mL) at room temperature. After 1 h, the mixture was extracted with ethyl acetate (50 mL). The organic layer was washed with HCl (1N, 25 mL), brine (25 mL) and dried over MgSO4. The solvent was removed in vacuo and the residue was purified by prep HPLC to give (1R... Reactants: N(=NC(C#N)(C)C)C(C#N)(C)C (AIBN), ClCl (chlorine), CC1=CC=C(C(=O)C2=CC=CC=C2)C=C1 (4-methylbenzophenone). Run in ClC1=CC=CC=C1 (chlorobenzene). The product is ClCC1=CC=C(C(=O)C2=CC=CC=C2)C=C1 (4-(chloromethyl)benzophenone). As a reaction SMILES: [CH3:1][C:2]1[CH:15]=[CH:14][C:5]([C:6]([C:8]2[CH:13]=[CH:12][CH:11]=[CH:10][CH:9]=2)=[O:7])=[CH:4][CH:3]=1.N(C(C)(C)C#N)=NC(C)(C)C#N.[Cl:28]Cl>ClC1C=CC=CC=1>[Cl:28][CH2:1][C:2]1[CH:15]=[CH:14][C:5]([C:6]([C:8]2[CH:13]=[CH:12][CH:11]=[CH:10][CH:9]=2)=[O:7])=[CH:4][CH:3]=1. Procedure: 196.2 g of 4-methylbenzophenone are dissolved in chlorobenzene and then gassed at 80° C. in the presence of 1.6 g of AIBN (azodiisobutyronitrile) with a total of 71.0 g of chlorine. The reaction mixture is concentrated and the solid material obtained recrystallized from 1 L of ethanol. Reactants: [Br-], C1CCOC1, COc1ccc(C=O)cc1[N+](=O)[O-], COc1ccc([Mg+])cc1OC, I, [Mg]. Yields the product COc1ccc(C(O)c2ccc(OC)c([N+](=O)[O-])c2)cc1OC. Reaction SMILES: [Br-:3].[CH2:28]1[O:29][CH2:30][CH2:31][CH2:32]1.[CH3:15][O:16][c:17]1[c:18]([N+:25](=[O:26])[O-:27])[cH:19][c:20]([CH:21]=[O:22])[cH:23][cH:24]1.[CH3:4][O:5][c:6]1[cH:7][c:8]([Mg+:14])[cH:9][cH:10][c:11]1[O:12][CH3:13].[I:2].[Mg:1]>>[CH3:4][O:5][c:6]1[cH:7][c:8]([CH:21]([c:20]2[cH:19][c:18]([N+:25](=[O:26])[O-:27])[c:17]([O:16][CH3:15])[cH:24][cH:23]2)[OH:22])[cH:9][cH:10][c:11]1[O:12][CH3:13]. Reactants: C1(=CC=CC=C1)S (Thiophenol), C([O-])([O-])=O.[K+].[K+] (potassium carbonate), BrCCCCCCBr (1,6-dibromohexane). As a reaction SMILES: [C:1]1([SH:7])[CH:6]=[CH:5][CH:4]=[CH:3][CH:2]=1.C(=O)([O-])[O-].[K+].[K+].[Br:14][CH2:15][CH2:16][CH2:17][CH2:18][CH2:19][CH2:20]Br>>[C:1]1([S:7][CH2:20][CH2:19][CH2:18][CH2:17][CH2:16][CH2:15][Br:14])[CH:6]=[CH:5][CH:4]=[CH:3][CH:2]=1 |f:1.2.3|. Product: C1(=CC=CC=C1)SCCCCCCBr (6-phenylthiohexyl bromide). Reported procedure: Thiophenol (3 g), potassium carbonate (5.64 g) and 1,6-dibromohexane (6.64 g) were reacted and treated in the same manner as in Preparation Example 99 to give 7.4 g of 6-phenylthiohexyl bromide. The yield is 99.5%.